describe an organic reaction: reactants, conditions, products, and yield From a dataset of the Open Reaction Database (ORD), a public repository of structured organic reaction records. Reactants: NC1CCCCC1NC(=O)c1ccc(C(F)(F)F)cc1C1CC1, O=C1CCCC1. The product is O=C(NC1CCCCC1NC1CCCC1)c1ccc(C(F)(F)F)cc1C1CC1. Reaction SMILES: [NH2:1][CH:2]1[CH:3]([NH:8][C:9]([c:10]2[c:11]([CH:20]3[CH2:21][CH2:22]3)[cH:12][c:13]([C:16]([F:17])([F:18])[F:19])[cH:14][cH:15]2)=[O:23])[CH2:4][CH2:5][CH2:6][CH2:7]1.[O:24]=[C:25]1[CH2:26][CH2:27][CH2:28][CH2:29]1>>[NH:1]([CH:2]1[CH:3]([NH:8][C:9]([c:10]2[c:11]([CH:20]3[CH2:21][CH2:22]3)[cH:12][c:13]([C:16]([F:17])([F:18])[F:19])[cH:14][cH:15]2)=[O:23])[CH2:4][CH2:5][CH2:6][CH2:7]1)[CH:25]1[CH2:26][CH2:27][CH2:28][CH2:29]1. The reactants are C(\C=C\C)(=O)OC (methyl crotonate), C(CC)S (n-propyl mercaptan). Reaction conditions: temperature 30 celsius. Yields the product COC(CC(C)SCCC)=O (Methyl-3-(Propylthio)Butyrate). As a reaction SMILES: [C:1]([O:6][CH3:7])(=[O:5])/[CH:2]=[CH:3]/[CH3:4].[CH2:8]([SH:11])[CH2:9][CH3:10]>>[CH3:7][O:6][C:1](=[O:5])[CH2:2][CH:3]([S:11][CH2:8][CH2:9][CH3:10])[CH3:4]. Procedure: Into a 100 cc reaction flask equipped with stirrer, thermometer, reflux condenser and ultra-violet light source are placed 20 grams of methyl crotonate and 15.2 grams of n-propyl mercaptan (0.2 moles of methyl crotonate and 0.2 moles of n-propyl mercaptan). With stirring, the ultra-violet light is turned on and the reaction mass is maintained at a temperature of 30° C. The reaction mass is exposed with stirring to the ultra-violet light at 30° C. for a period of 4 hours. At the end of the 4 hour...